Dataset: the Open Reaction Database (ORD), a public repository of structured organic reaction records. Task: describe an organic reaction: reactants, conditions, products, and yield The reactants are CC1(OC2=C(C(=CC(=C2)C(C)C(CCCCC)C)O)C2=C1CCN(C2)CC#C)C (5,5-dimethyl-10-hydroxy-8-(3-methyl-2-octyl)-2-(2-propynyl)-1,2,3,4-tetrahydro-5H-[1]benzopyrano[3,4-d]pyridine), CO.C(Cl)(Cl)Cl (MeOH CHCl3), C1(CCCCC1)N=C=NC1CCCCC1 (dicyclohexylcarbodiimide), Cl.N1(CCCCC1)CCCC(=O)O (γ-piperidinobutyric acid hydrochloride). Solvent: C(Cl)Cl (methylene chloride), C(Cl)Cl.C1CCCCC1 (methylene chloride cyclohexane). Run at time 16 hour. Product: Cl.CC1(OC2=C(C(=CC(=C2)C(C)C(CCCCC)C)OC(CCCN2CCCCC2)=O)C2=C1CCN(C2)CC#C)C (5,5-Dimethyl-8-(3-methyl-2-octyl)-10-[4-(piperidino)butyryloxy]-2-(2-propynyl)-1,2,3,4-tetrahydro-5H-[1]benzopyrano[3,4-d]pyridine hydrochloride). Reaction SMILES: [CH3:1][C:2]1([CH3:29])[C:21]2[CH2:22][CH2:23][N:24]([CH2:26][C:27]#[CH:28])[CH2:25][C:20]=2[C:5]2[C:6]([OH:19])=[CH:7][C:8]([CH:10]([CH:12]([CH3:18])[CH2:13][CH2:14][CH2:15][CH2:16][CH3:17])[CH3:11])=[CH:9][C:4]=2[O:3]1.C1(N=C=NC2CCCCC2)CCCCC1.Cl.[N:46]1([CH2:52][CH2:53][CH2:54][C:55](O)=[O:56])[CH2:51][CH2:50][CH2:49][CH2:48][CH2:47]1.CO.C(Cl)(Cl)[Cl:61]>C(Cl)Cl.C(Cl)Cl.C1CCCCC1>[ClH:61].[CH3:29][C:2]1([CH3:1])[C:21]2[CH2:22][CH2:23][N:24]([CH2:26][C:27]#[CH:28])[CH2:25][C:20]=2[C:5]2[C:6]([O:19][C:55](=[O:56])[CH2:54][CH2:53][CH2:52][N:46]3[CH2:51][CH2:50][CH2:49][CH2:48][CH2:47]3)=[CH:7][C:8]([CH:10]([CH:12]([CH3:18])[CH2:13][CH2:14][CH2:15][CH2:16][CH3:17])[CH3:11])=[CH:9][C:4]=2[O:3]1 |f:2.3,4.5,7.8,9.10|. Procedure details: The preparation of this compound was repeated by combining equimolar quantities of 5,5-dimethyl-10-hydroxy-8-(3-methyl-2-octyl)-2-(2-propynyl)-1,2,3,4-tetrahydro-5H-[1]benzopyrano[3,4-d]pyridine, dicyclohexylcarbodiimide and γ-piperidinobutyric acid hydrochloride in methylene chloride. After stirring for about 16 hours at room temperature, the reaction mixture was cooled, and the by-product of dicyclohexylurea was removed by suction filtration. The mother liquor was evaporated to give a light ye... Reactants: NC1=NN2C(N=CC(=C2)F)=C1C(=O)NC1=C(C(=NS1)C)Br (2-amino-N-(4-bromo-3-methyl-isothiazol-5-yl)-6-fluoro-pyrazolo[1,5-a]pyrimidine-3-carboxamide), N1N=CC=C1 (1H-pyrazole), C(=O)([O-])[O-].[Cs+].[Cs+] (Cs2CO3). Run in CN(C)C=O (DMF). Conditions: temperature 140 celsius. The product is NC1=NN2C(N=CC(=C2)F)=C1C(=O)NC1=C(C(=NS1)C)N1N=CC=C1 (2-amino-6-fluoro-N-(3-methyl-4-(1H-pyrazol-1-yl)isothiazol-5-yl)pyrazolo[1,5-a]pyrimidine-3-carboxamide). As a reaction SMILES: [NH2:1][C:2]1[C:11]([C:12]([NH:14][C:15]2[S:19][N:18]=[C:17]([CH3:20])[C:16]=2Br)=[O:13])=[C:5]2[N:6]=[CH:7][C:8]([F:10])=[CH:9][N:4]2[N:3]=1.[NH:22]1[CH:26]=[CH:25][CH:24]=[N:23]1.C([O-])([O-])=O.[Cs+].[Cs+]>CN(C=O)C>[NH2:1][C:2]1[C:11]([C:12]([NH:14][C:15]2[S:19][N:18]=[C:17]([CH3:20])[C:16]=2[N:22]2[CH:26]=[CH:25][CH:24]=[N:23]2)=[O:13])=[C:5]2[N:6]=[CH:7][C:8]([F:10])=[CH:9][N:4]2[N:3]=1 |f:2.3.4|. Reported procedure: A mixture of 2-amino-N-(4-bromo-3-methyl-isothiazol-5-yl)-6-fluoro-pyrazolo[1,5-a]pyrimidine-3-carboxamide (20 mg, 0.05388 mmol), 1H-pyrazole (7.339 mg, 0.1078 mmol), Cut (21 mg, 0.1103 mmol), Cs2CO3 (71 mg, 0.2179 mmol) in DMF (2 mL) was degassed with nitrogen and heated at 140° C. in a microwave for 1 h. The insoluble material was filtered off and the filtrate was purified by fractionlynx. The clean fractions were freeze-dried yielding 2-amino-6-fluoro-N-(3-methyl-4-(1H-pyrazol-1-yl)isothiazol... Starting materials: Br\C=C\C(C)(C1=CC=C(C=C1)C(F)(F)F)C (trans-1-bromo-3-methyl-3-(4-trifluoromethylphenyl)-1-butene), CC(C)([O-])C.[K+] (potassium tert.-butoxide), O (water). Solvent: C(C)(C)(C)O (tert.-butanol). Conditions: time 18 hour. Product: CC(C#C)(C)C1=CC=C(C=C1)C(F)(F)F (3-methyl-3-(4-trifluoromethylphenyl)-1-butyne). Reaction SMILES: Br/[CH:2]=[CH:3]/[C:4]([CH3:16])([C:6]1[CH:11]=[CH:10][C:9]([C:12]([F:15])([F:14])[F:13])=[CH:8][CH:7]=1)[CH3:5].CC(C)([O-])C.[K+].O>C(O)(C)(C)C>[CH3:16][C:4]([C:6]1[CH:11]=[CH:10][C:9]([C:12]([F:13])([F:15])[F:14])=[CH:8][CH:7]=1)([CH3:5])[C:3]#[CH:2] |f:1.2|. Reported procedure: Under a nitrogen atmosphere, a stirred solution of 40.9 grams (0.14 mole) of cis/trans-1-bromo-3-methyl-3-(4-trifluoromethylphenyl)-1-butene and 47.0 grams (0.42 mole) of potassium tert.-butoxide in 300 mL of tert.-butanol was heated at reflux for about three hours. After this time the reaction mixture was allowed to cool to ambient temperature as it stirred for about 18 hours. The reaction mixture was then poured into 300 mL of water and extracted with one 200 mL portion of diethyl ether. The e... Reactants: ClC1=CC=C(C=N1)O[C@H]1C2CN3CC(CC1C3)C2 ((4s)-4-(6-Chloropyridin-3-yloxy)-1-azatricyclo[3.3.1.13,7]decane), N1C=CC2=CC=C(C=C12)B(O)O (1H-indol-6-ylboronic acid). Product: Cl.Cl.Cl.N1C=CC2=CC=C(C=C12)C1=CC=C(C=N1)O[C@H]1C2CN3CC(CC1C3)C2 ((4s)-4-[6-(1H-Indol-6-yl)-pyridin-3-yloxy]-1-azatricyclo[3.3.1.13,7]decane trihydrochloride). Reaction SMILES: [Cl:1][C:2]1[N:7]=[CH:6][C:5]([O:8][C@@H:9]2[CH:16]3[CH2:17][N:12]4[CH2:13][CH:14]([CH2:18][CH:10]2[CH2:11]4)[CH2:15]3)=[CH:4][CH:3]=1.[NH:19]1[C:27]2[C:22](=[CH:23][CH:24]=[C:25](B(O)O)[CH:26]=2)[CH:21]=[CH:20]1>>[ClH:1].[ClH:1].[ClH:1].[NH:19]1[C:27]2[C:22](=[CH:23][CH:24]=[C:25]([C:2]3[N:7]=[CH:6][C:5]([O:8][C@@H:9]4[CH:16]5[CH2:17][N:12]6[CH2:13][CH:14]([CH2:18][CH:10]4[CH2:11]6)[CH2:15]5)=[CH:4][CH:3]=3)[CH:26]=2)[CH:21]=[CH:20]1 |f:2.3.4.5|. Procedure: Prepared from the product of Example 15B (115 mg, 0.434 mmol) and 1H-indol-6-ylboronic acid using the microwave Suzuki coupling Method G and the salt formation Method H to provide the titled compound: 1H NMR (300 MHz, methanol-D4) δ ppm 1.93-2.05 (m, 2H), 2.24 (s, 1H), 2.40 (s, 1H), 2.44 (s, 1H), 2.59 (s, 2H), 3.61 (s, 2H), 3.67-3.81 (m, 4H), 5.19 (t, J=3.2 Hz, 1H), 6.61 (d, J=3.1 Hz, 1H), 7.48-7.55 (m, 2H), 7.82 (d, J=8.5 Hz, 1H), 7.97 (s, 1H), 8.31-8.36 (m, 1H), 8.36-8.42 (m, 1H), 8.62 (d, J=2... Procedure details: DIPEA (71.9 μL, 0.412 mmol) was added to a solution of 6-chloro-5-(4-fluoro-1H-pyrazol-5-yl)-N-(4-(trifluoromethoxy)phenyl)nicotinamide (Stage 5.1, 75 mg, 0.187 mmol) and (R)-pyrrolidin-3-ol (19.97 mg, 0.225 mmol) in iPrOH (187 μL) in a vial which was sealed and heated at 140° C. for 1 h. After cooling at RT, the RM was dissolved in EtOAc and washed with brine, dried over Na2SO4 and the solvent was evaporated off under reduced pressure to give the crude product which was purified by flash chroma... Reactants: CCN(C(C)C)C(C)C (DIPEA), ClC1=NC=C(C(=O)NC2=CC=C(C=C2)OC(F)(F)F)C=C1C1=C(C=NN1)F (6-chloro-5-(4-fluoro-1H-pyrazol-5-yl)-N-(4-(trifluoromethoxy)phenyl)nicotinamide), N1C[C@@H](CC1)O ((R)-pyrrolidin-3-ol). The solvent is CC(C)O (iPrOH), CCOC(=O)C (EtOAc). Reaction conditions: temperature 140 celsius. Yields the product FC=1C=NNC1C=1C(=NC=C(C(=O)NC2=CC=C(C=C2)OC(F)(F)F)C1)N1C[C@@H](CC1)O ((R)-5-(4-Fluoro-1H-pyrazol-5-yl)-6-(3-hydroxypyrrolidin-1-yl)-N-(4-(trifluoromethoxy)phenyl)nicotinamide). As a reaction SMILES: CCN(C(C)C)C(C)C.Cl[C:11]1[C:30]([C:31]2[NH:35][N:34]=[CH:33][C:32]=2[F:36])=[CH:29][C:14]([C:15]([NH:17][C:18]2[CH:23]=[CH:22][C:21]([O:24][C:25]([F:28])([F:27])[F:26])=[CH:20][CH:19]=2)=[O:16])=[CH:13][N:12]=1.[NH:37]1[CH2:41][CH2:40][C@@H:39]([OH:42])[CH2:38]1>CC(O)C.CCOC(C)=O>[F:36][C:32]1[CH:33]=[N:34][NH:35][C:31]=1[C:30]1[C:11]([N:37]2[CH2:41][CH2:40][C@@H:39]([OH:42])[CH2:38]2)=[N:12][CH:13]=[C:14]([CH:29]=1)[C:15]([NH:17][C:18]1[CH:23]=[CH:22][C:21]([O:24][C:25]([F:28])([F:27])[F:26])=[CH:20][CH:19]=1)=[O:16]. Reactants: ClCC(=O)NC1=CC(=C(C=C1)C)O (2-chloro-N—(3-hydroxy-4-methylphenyl)acetamide), CN1C=NC=C1 (1-methyl-1H-imidazole). Run in C1(=CC=CC=C1)C (toluene). Yields the product [Cl-].OC=1C=C(C=CC1C)NC(=O)C[N+]1=CN(C=C1)C (1-[(3-Hydroxy-4-methylphenylcarbamoyl)methyl]-3-methyl-3H-imidazol-1-ium Chloride). RXN SMILES: [Cl:1][CH2:2][C:3]([NH:5][C:6]1[CH:11]=[CH:10][C:9]([CH3:12])=[C:8]([OH:13])[CH:7]=1)=[O:4].[CH3:14][N:15]1[CH:19]=[CH:18][N:17]=[CH:16]1>C1(C)C=CC=CC=1>[Cl-:1].[OH:13][C:8]1[CH:7]=[C:6]([NH:5][C:3]([CH2:2][N+:17]2[CH:18]=[CH:19][N:15]([CH3:14])[CH:16]=2)=[O:4])[CH:11]=[CH:10][C:9]=1[CH3:12] |f:3.4|. Procedure: 36.6 g (0.183 mol) of 2-chloro-N—(3-hydroxy-4-methylphenyl)acetamide and 29.2 ml (0.366 mol) of 1-methyl-1H-imidazole in 180 ml of toluene were refluxed for one and a half hours.